This data is from the Open Reaction Database (ORD), a public repository of structured organic reaction records. The task is: describe an organic reaction: reactants, conditions, products, and yield The reactants are N1=CC=CC=C1 (pyridine), FC(C(C(=O)OCCl)C(F)(F)F)(F)F (Monochloromethyl 2-trifluoromethyl-3,3,3-trifluoropropanoate). Run at temperature 70 celsius. Yields the product FC(C(=C)C(F)(F)F)(F)F (2-trifluoromethyl-3,3,3-trifluoropropene). The yield is 70.1%. Reaction SMILES: N1C=CC=CC=1.[F:7][C:8]([F:20])([F:19])[CH:9]([C:15]([F:18])([F:17])[F:16])[C:10](OCCl)=O>>[F:7][C:8]([F:20])([F:19])[C:9]([C:15]([F:18])([F:17])[F:16])=[CH2:10]. Procedure: In a four necked 100 ml flask equipped with a condenser, a dropping funnel and a thermometer, pyridine (19.3 g, 244 mmol) was charged and warmed to 70° C. Monochloromethyl 2-trifluoromethyl-3,3,3-trifluoropropanoate (4.88 g, 20 mmol) was dropwise added thereto while stirring. The reaction was continued at the same temperature as above for 2 hours while stirring. The gas evolved from a top of the condenser was washed with an alkaline solution, dried with alumina and cooled. The resultant liquid w... Reactants: [H-].[Na+] (sodium hydride), ClCOCC[Si](C)(C)C ((2-chloromethoxyethyl)trimethylsilane), ClCOCC[Si](C)(C)C ((2-chloromethoxyethyl)trimethylsilane), CC1(CC(NC2=C(C=CC=C12)COC1OCCCC1)=O)C (4,4-dimethyl-8-(tetrahydropyran-2-yloxymethyl)-3,4-dihydro-1H-quinolin-2-one), [H-].[Na+] (sodium hydride). The reagents and catalysts are O (water). Solvent: CN(C=O)C (N,N-dimethylformamide). Conditions: time 1 hour. The product is CC1(CC(N(C2=C(C=CC=C12)COC1OCCCC1)COCC[Si](C)(C)C)=O)C (4,4-Dimethyl-8-(tetrahydropyran-2-yloxymethyl)-1-(2-trimethylsilanylethoxymethyl)-3,4-dihydro-1H-quinolin-2-one), SiO2. RXN SMILES: [CH3:1][C:2]1([CH3:21])[C:11]2[C:6](=[C:7]([CH2:12][O:13][CH:14]3[CH2:19][CH2:18][CH2:17][CH2:16][O:15]3)[CH:8]=[CH:9][CH:10]=2)[NH:5][C:4](=[O:20])[CH2:3]1.[H-].[Na+].Cl[CH2:25][O:26][CH2:27][CH2:28][Si:29]([CH3:32])([CH3:31])[CH3:30]>CN(C)C=O.O>[CH3:1][C:2]1([CH3:21])[C:11]2[C:6](=[C:7]([CH2:12][O:13][CH:14]3[CH2:19][CH2:18][CH2:17][CH2:16][O:15]3)[CH:8]=[CH:9][CH:10]=2)[N:5]([CH2:25][O:26][CH2:27][CH2:28][Si:29]([CH3:32])([CH3:31])[CH3:30])[C:4](=[O:20])[CH2:3]1 |f:1.2|. Reported procedure: A solution of 1.4 g of 4,4-dimethyl-8-(tetrahydropyran-2-yloxymethyl)-3,4-dihydro-1H-quinolin-2-one in 10 ml of N,N-dimethylformamide is admixed at 0° C. with 0.2 g of sodium hydride dispersion (60%). After stirring for 1 hour, 0.94 ml of (2-chloromethoxyethyl)trimethylsilane are added and the reaction mixture is warmed to room temperature. After 17 hours and 22 hours, 0.1 g of sodium hydride dispersion (60%) and 0.5 ml of (2-chloromethoxyethyl)trimethylsilane are again added. After a total of 2...